Dataset: the Open Reaction Database (ORD), a public repository of structured organic reaction records. Task: describe an organic reaction: reactants, conditions, products, and yield Reactants: ClC=1C=C(C=CC1)N1CCN(CC1)CC1CO1 (4-(3-chlorophenyl)-1-(2,3-epoxypropyl)piperazine), Cl.NC1C(CC2=C(C=C(C(=C12)O)C)C)(C)C (1-amino-2,3-dihydro-7-hyroxy-2,2,4,6-tetramethyl-1H-indene hydrochloride), C([O-])(O)=O.[Na+] (sodium bicarbonate). Solvent: C(C)O (ethanol). The product is ClC=1C=C(C=CC1)N1CCN(CC1)CC(CNC1C(CC2=C(C=C(C(=C12)O)C)C)(C)C)O (1-{3-[4-(3-chlorophenyl)-1-piperazinyl]-2-hydroxypropylamino}-2,3-dihydro-7-hydroxy-2,2,4,6-tetramethyl-1H-indene). As a reaction SMILES: [Cl:1][C:2]1[CH:3]=[C:4]([N:8]2[CH2:13][CH2:12][N:11]([CH2:14][CH:15]3[O:17][CH2:16]3)[CH2:10][CH2:9]2)[CH:5]=[CH:6][CH:7]=1.Cl.[NH2:19][CH:20]1[C:28]2[C:23](=[C:24]([CH3:31])[CH:25]=[C:26]([CH3:30])[C:27]=2[OH:29])[CH2:22][C:21]1([CH3:33])[CH3:32].C(=O)(O)[O-].[Na+]>C(O)C>[Cl:1][C:2]1[CH:3]=[C:4]([N:8]2[CH2:9][CH2:10][N:11]([CH2:14][CH:15]([OH:17])[CH2:16][NH:19][CH:20]3[C:28]4[C:23](=[C:24]([CH3:31])[CH:25]=[C:26]([CH3:30])[C:27]=4[OH:29])[CH2:22][C:21]3([CH3:33])[CH3:32])[CH2:12][CH2:13]2)[CH:5]=[CH:6][CH:7]=1 |f:1.2,3.4|. Procedure details: 0.21 Gram of 4-(3-chlorophenyl)-1-(2,3-epoxypropyl)piperazine was added to a solution containing 0.21 g of 1-amino-2,3-dihydro-7-hyroxy-2,2,4,6-tetramethyl-1H-indene hydrochloride in 10 ml of ethanol solution, and the mixture was refluxed for 5 hours. After the reaction was completed, the reaction mixture was concentrated by removing the solvent under a reduced pressure, the residue thus obtained was alkalified with 10%-sodium bicarbonate aqueous solution, then extracted with 100 ml of methylene... The reactants are FC(C1=C(C=CC=C1)CCNC(C)=O)(F)F (N-[2-(2-trifluormethyl-phenyl)-ethyl]-acetamide), O=P12OP3(=O)OP(=O)(O1)OP(=O)(O2)O3 (phosphorus pentoxide). RXN SMILES: [F:1][C:2]([F:16])([F:15])[C:3]1[CH:8]=[CH:7][CH:6]=[CH:5][C:4]=1[CH2:9][CH2:10][NH:11][C:12](=O)[CH3:13].O=P12OP3(OP(OP(O3)(O1)=O)(=O)O2)=O>>[CH3:13][C:12]1[C:5]2[C:4](=[C:3]([C:2]([F:16])([F:15])[F:1])[CH:8]=[CH:7][CH:6]=2)[CH2:9][CH2:10][N:11]=1. Product: CC1=NCCC2=C(C=CC=C12)C(F)(F)F (1-Methyl-5-trifluoromethyl-3,4-dihydro-isoquinoline). Reported procedure: In close analogy to the procedure described above, N-[2-(2-trifluormethyl-phenyl)-ethyl]-acetamide is reacted with phosphorus pentoxide to provide the title compound. The reactants are CC=1C=C(C(=C2C=CN(C12)S(=O)(=O)C1=CC=C(C)C=C1)COC1OCCCC1)CO ((±)-(7-methyl-4-(((tetrahydro-2H-pyran-2-yl)oxy)methyl)-1-tosyl-1H-indol-5-yl)methanol), C(C)N(C(C)C)C(C)C (iPr2EtN), C[Si](C)(C)CCOCCl (SEMCl). Run in C(Cl)Cl (CH2Cl2). Reaction conditions: temperature 40 celsius, time 1 hour. The product is CC=1C=C(C(=C2C=CN(C12)S(=O)(=O)C1=CC=C(C)C=C1)CO)COCOCC[Si](C)(C)C ((7-Methyl-1-tosyl-5-(((2-(trimethylsilyl)ethoxy)methoxy)methyl)-1H-indol-4-yl)methanol). RXN SMILES: [CH3:1][C:2]1[CH:3]=[C:4]([CH2:29][OH:30])[C:5]([CH2:21][O:22]C2CCCCO2)=[C:6]2[C:10]=1[N:9]([S:11]([C:14]1[CH:20]=[CH:19][C:17]([CH3:18])=[CH:16][CH:15]=1)(=[O:13])=[O:12])[CH:8]=[CH:7]2.C(N(C(C)C)C(C)C)C.[CH3:40][Si:41]([CH2:44][CH2:45][O:46][CH2:47]Cl)([CH3:43])[CH3:42]>C(Cl)Cl>[CH3:1][C:2]1[CH:3]=[C:4]([CH2:29][O:30][CH2:47][O:46][CH2:45][CH2:44][Si:41]([CH3:43])([CH3:42])[CH3:40])[C:5]([CH2:21][OH:22])=[C:6]2[C:10]=1[N:9]([S:11]([C:14]1[CH:20]=[CH:19][C:17]([CH3:18])=[CH:16][CH:15]=1)(=[O:13])=[O:12])[CH:8]=[CH:7]2. Procedure: To a solution (±)-(7-methyl-4-(((tetrahydro-2H-pyran-2-yl)oxy)methyl)-1-tosyl-1H-indol-5-yl)methanol (200 mg, 0.466 mmol) and iPr2EtN (0.16 mL, 0.93 mmol) in CH2Cl2 (2 mL) was added SEMCl (0.124 mL, 0.69 mmol), and then the mixture was stirred at 40° C. for 1 hr. The reaction mixture was concentrated (during the concentration, the THP group was partially removed) and then purified by SiO2 column chromatography (heptane/EtOAc=1/0 to 1/3) to give the title compound. 1H NMR (400 MHz, ACETONITRILE-d... Starting materials: C(C)(=O)O[BH-](OC(C)=O)OC(C)=O.[Na+] (sodium triacetoxyborohydride), N1N=CC2=CC(=CC=C12)NC1CCC(CC1)=O (4-(1H-5-Indazolylamino)-1-cyclohexanone), N1N=CC2=CC(=CC=C12)NC1CCC(CC1)=O (4-(1H-5-Indazolylamino)-1-cyclohexanone), C1=CC=C(C=C1)CCN (2-phenethylamine), Cl.CO (Hydrochloric acid methanol). The solvent is CO (methanol). Conditions: time 18 hour. The product is N1N=CC2=CC(=CC=C12)NC1CCC(CC1)NCCC1=CC=CC=C1 (N1-(1H-5-Indazolyl)-N4-phenylethyl-1,4-cyclohexanediamine). The yield is 36.1%. RXN SMILES: [NH:1]1[C:9]2[C:4](=[CH:5][C:6]([NH:10][CH:11]3[CH2:16][CH2:15][C:14](=O)[CH2:13][CH2:12]3)=[CH:7][CH:8]=2)[CH:3]=[N:2]1.[CH:18]1[CH:23]=[CH:22][C:21]([CH2:24][CH2:25][NH2:26])=[CH:20][CH:19]=1.C(O[BH-](OC(=O)C)OC(=O)C)(=O)C.[Na+].Cl.CO>CO>[NH:1]1[C:9]2[C:4](=[CH:5][C:6]([NH:10][CH:11]3[CH2:16][CH2:15][CH:14]([NH:26][CH2:25][CH2:24][C:21]4[CH:22]=[CH:23][CH:18]=[CH:19][CH:20]=4)[CH2:13][CH2:12]3)=[CH:7][CH:8]=2)[CH:3]=[N:2]1 |f:2.3,4.5|. Procedure details: 4-(1H-5-Indazolylamino)-1-cyclohexanone (intermediate 3) (57 mg) and 2-phenethylamine (61 mg) were dissolved in methanol (1 ml), and sodium triacetoxyborohydride (105 mg) was added by portions to the solution at room temperature. The reaction mixture was stirred at room temperature for 18 hr. Hydrochloric acid-methanol was added thereto, and the mixture was stirred and was then concentrated. The residue was purified by HPLC [0.5% aqueous trifluoroacetic acid. solution/acetonitrile]. A saturated ... Reactants: FCCBr, N#Cc1ccc(O)c(Br)c1, O=C([O-])[O-], CS(C)=O, [I-], [K+], [K+], [K+], O. Product: N#Cc1ccc(OCCF)c(Br)c1. As a reaction SMILES: [Br:19][CH2:20][CH2:21][F:22].[Br:1][c:2]1[cH:3][c:4]([C:5]#[N:6])[cH:7][cH:8][c:9]1[OH:10].[C:13](=[O:14])([O-:15])[O-:16].[CH3:24][S:25](=[O:26])[CH3:27].[I-:12].[K+:11].[K+:17].[K+:18].[OH2:23]>>[Br:1][c:2]1[cH:3][c:4]([C:5]#[N:6])[cH:7][cH:8][c:9]1[O:10][CH2:20][CH2:21][F:22]. The reactants are C1(=CC=CC=C1)NC1=NC=CN=C1C(=O)OC (methyl 2-phenylamino-3pyrazine carboxylate), C(CCCCC)(=O)OCC (ethyl caproate), CC(C)([O-])C.[K+] (potassium tertiary butoxide). The product is C(CCC)C1=C(C=2C(=NC=CN2)N(C1=O)C1=CC=CC=C1)O (7-(n-Butyl)-8-hydroxy-5-phenyl-pyrido[2,3-b]pyrazine-6(5H)one). As a reaction SMILES: [C:1]1([NH:7][C:8]2[C:13]([C:14]([O:16]C)=O)=[N:12][CH:11]=[CH:10][N:9]=2)[CH:6]=[CH:5][CH:4]=[CH:3][CH:2]=1.[C:18](OCC)(=[O:24])[CH2:19][CH2:20][CH2:21][CH2:22][CH3:23].CC(C)([O-])C.[K+]>>[CH2:20]([C:19]1[C:18](=[O:24])[N:7]([C:1]2[CH:2]=[CH:3][CH:4]=[CH:5][CH:6]=2)[C:8]2=[N:9][CH:10]=[CH:11][N:12]=[C:13]2[C:14]=1[OH:16])[CH2:21][CH2:22][CH3:23] |f:2.3|. Procedure: A mixture of 3.5 g. of methyl 2-phenylamino-3pyrazine carboxylate, 30 ml. of ethyl caproate and 4 g. of potassium tertiary butoxide is stirred and heated under nitrogen at 150°-160° for one and a half hours. The reaction mixture is poured on ice, extracted with ethyl acetate and the ethyl acetate extracts washed with water. The combined aqueous layers are acidified to pH 5.5 with dilute hydrochloric acid and the solid filtered. Recrystallization from ethyl acetate-hexane yields the product of th... Reactants: COC1=C(C=CC2=C1OC=1C3=C2C=NC=C3C=CC1)OC (8,9-dimethoxychromeno[4,3,2-de]isoquinoline), Cl (HCl). Reagents/catalysts: [Pt](=O)=O (Platinum (IV) oxide). Run in C(C)(=O)O (acetic acid). Run at time 24 hour. Yields the product COC1=C(C=CC2=C1OC=1C=3C2CNCC3C=CC1)OC (8,9-dimethoxy-1,2,3,11b-tetrahydrochromeno[4,3,2-de]isoquinoline). As a reaction SMILES: [CH3:1][O:2][C:3]1[C:8]2[O:9][C:10]3[C:11]4[C:16]([CH:17]=[CH:18][CH:19]=3)=[CH:15][N:14]=[CH:13][C:12]=4[C:7]=2[CH:6]=[CH:5][C:4]=1[O:20][CH3:21].Cl>[Pt](=O)=O.C(O)(=O)C>[CH3:1][O:2][C:3]1[C:8]2[O:9][C:10]3[C:11]4[CH:12]([CH2:13][NH:14][CH2:15][C:16]=4[CH:17]=[CH:18][CH:19]=3)[C:7]=2[CH:6]=[CH:5][C:4]=1[O:20][CH3:21]. Procedure details: Platinum (IV) oxide (200 mg) was added to a solution containing 50 ml of acetic acid and isoquinoline 6 (1 g; 3.5 mmol). After adding 2.8 ml of concentrated HCl, the mixture was shaken on a Parr hydrogenator at 60 psi for 24 hours. The green solution was filtered through Celite to remove the catalyst and the majority of the acetic acid was removed by rotary evaporation. The remaining acid was neutralized using a saturated sodium bicarbonate solution, extracted with diethyl ether (3×250 ml), drie...